From a dataset of the Open Reaction Database (ORD), a public repository of structured organic reaction records. describe an organic reaction: reactants, conditions, products, and yield Starting materials: COCC(=O)O, Cl, CN(C(=O)N(C)C1CN(C(=O)C2CCC(N)CC2)CC1c1ccc(F)cc1)c1cc(C(F)(F)F)cc(C(F)(F)F)c1. The product is COCC(=O)NC1CCC(C(=O)N2CC(c3ccc(F)cc3)C(N(C)C(=O)N(C)c3cc(C(F)(F)F)cc(C(F)(F)F)c3)C2)CC1. As a reaction SMILES: [CH3:43][O:44][CH2:45][C:46](=[O:47])[OH:48].[ClH:1].[NH2:2][CH:3]1[CH2:4][CH2:5][CH:6]([C:9](=[O:10])[N:11]2[CH2:12][CH:13]([N:23]([C:24](=[O:25])[N:26]([CH3:27])[c:28]3[cH:29][c:30]([C:38]([F:39])([F:40])[F:41])[cH:31][c:32]([C:34]([F:35])([F:36])[F:37])[cH:33]3)[CH3:42])[CH:14]([c:16]3[cH:17][cH:18][c:19]([F:22])[cH:20][cH:21]3)[CH2:15]2)[CH2:7][CH2:8]1>>[NH:2]([CH:3]1[CH2:4][CH2:5][CH:6]([C:9](=[O:10])[N:11]2[CH2:12][CH:13]([N:23]([C:24](=[O:25])[N:26]([CH3:27])[c:28]3[cH:29][c:30]([C:38]([F:39])([F:40])[F:41])[cH:31][c:32]([C:34]([F:35])([F:36])[F:37])[cH:33]3)[CH3:42])[CH:14]([c:16]3[cH:17][cH:18][c:19]([F:22])[cH:20][cH:21]3)[CH2:15]2)[CH2:7][CH2:8]1)[C:46]([CH2:45][O:44][CH3:43])=[O:47]. Starting materials: C(C)(C)(C)OC(\C=C\C1=CN(C=C1)S(=O)(=O)CC1=CC=CC=C1)=O ((E)-3-(1-phenylmethanesulfonyl-1H-pyrrol-3-yl)-acrylic acid tert-butylester), C(C)(C)(C)OC(\C=C\C1=CN(C=C1)S(=O)(=O)CC1=CC=CC=C1)=O ((E)-3-(1-phenylmethanesulfonyl-1H-pyrrol-3-yl)-acrylic acid tert-butylester), C(=O)(C(F)(F)F)O (TFA). Solvent: C(Cl)Cl (CH2Cl2). Yields the product C1(=CC=CC=C1)CS(=O)(=O)N1C=C(C=C1)/C=C/C(=O)O ((E)-3-(1-Phenylmethanesulfonyl-1H-pyrrol-3-yl)-acrylic acid). RXN SMILES: C([O:5][C:6](=[O:24])/[CH:7]=[CH:8]/[C:9]1[CH:13]=[CH:12][N:11]([S:14]([CH2:17][C:18]2[CH:23]=[CH:22][CH:21]=[CH:20][CH:19]=2)(=[O:16])=[O:15])[CH:10]=1)(C)(C)C.C(O)(C(F)(F)F)=O>C(Cl)Cl>[C:18]1([CH2:17][S:14]([N:11]2[CH:12]=[CH:13][C:9](/[CH:8]=[CH:7]/[C:6]([OH:24])=[O:5])=[CH:10]2)(=[O:16])=[O:15])[CH:19]=[CH:20][CH:21]=[CH:22][CH:23]=1. Reported procedure: Starting materials: (E)-3-(1-phenylmethanesulfonyl-1H-pyrrol-3-yl)-acrylic acid tert-butylester (compound C2) (1.45 g), CH2Cl2 (80 ml), TFA (8 ml). Reaction conditions: room temperature, 2 hours. Reactants: C(C)(C)OC(C)C (diisopropylether), NC1=NC=CC=C1C1=NC=2C(=NC(=CC2)C2=CC=CC=C2)N1C1=CC=C(C=C1)C(C)(C)NC(OC(C)(C)C)=O (tert-butyl (1-{4-[2-(2-aminopyridin-3-yl)-5-phenyl-3H-imidazo[4,5-b]pyridin-3-yl]phenyl}-1-methylethyl)carbamate), Cl (hydrogen chloride). Product: Cl.NC(C)(C)C1=CC=C(C=C1)N1C(=NC=2C1=NC(=CC2)C2=CC=CC=C2)C=2C(=NC=CC2)N (3-{3-[4-(1-amino-1-methylethyl)phenyl]-5-phenyl-3H-imidazo[4,5-b]pyridin-2-yl}pyridin-2-amine hydrochloride). Run in ClCCl (dichloromethane), C(C)(=O)OCC (ethyl acetate). Conditions: time 1 hour. Procedure: To a solution of tert-butyl (1-{4-[2-(2-aminopyridin-3-yl)-5-phenyl-3H-imidazo[4,5-b]pyridin-3-yl]phenyl}-1-methylethyl)carbamate (27 mg) in dichloromethane (1 mL) was added a solution of hydrogen chloride in ethyl acetate (80 ul). The reaction was allowed to stir at room temperature for 1 h. Upon completion of the reaction, diisopropylether was added to the suspension and the solid was filtered to give the product (19 mg, 71%). 400 M Hz 1H-NMR (DMSO-d6) δ: 8.90-8.70 (m, 3H), 8.37 (d, J=8.3 Hz, ... Yield: 71.0%. Reaction SMILES: [NH2:1][C:2]1[C:7]([C:8]2[N:22]([C:23]3[CH:28]=[CH:27][C:26]([C:29]([NH:32]C(=O)OC(C)(C)C)([CH3:31])[CH3:30])=[CH:25][CH:24]=3)[C:11]3=[N:12][C:13]([C:16]4[CH:21]=[CH:20][CH:19]=[CH:18][CH:17]=4)=[CH:14][CH:15]=[C:10]3[N:9]=2)=[CH:6][CH:5]=[CH:4][N:3]=1.[ClH:40].C(OC(C)C)(C)C>ClCCl.C(OCC)(=O)C>[ClH:40].[NH2:32][C:29]([C:26]1[CH:27]=[CH:28][C:23]([N:22]2[C:11]3=[N:12][C:13]([C:16]4[CH:21]=[CH:20][CH:19]=[CH:18][CH:17]=4)=[CH:14][CH:15]=[C:10]3[N:9]=[C:8]2[C:7]2[C:2]([NH2:1])=[N:3][CH:4]=[CH:5][CH:6]=2)=[CH:24][CH:25]=1)([CH3:30])[CH3:31] |f:5.6|. Starting materials: CN1CCCC(C[Mg+])C1, [Cl-], [Cl-], N#Cc1ccccc1, [NH4+], C1CCOC1, O. As a reaction SMILES: [CH3:2][N:3]1[CH2:4][CH:5]([CH2:9][Mg+:10])[CH2:6][CH2:7][CH2:8]1.[Cl-:1].[Cl-:20].[N:11]#[C:12][c:13]1[cH:14][cH:15][cH:16][cH:17][cH:18]1.[NH4+:21].[O:22]1[CH2:23][CH2:24][CH2:25][CH2:26]1.[OH2:19]>>[CH3:2][N:3]1[CH2:4][CH:5]([CH2:9][C:12]([c:13]2[cH:14][cH:15][cH:16][cH:17][cH:18]2)=[O:19])[CH2:6][CH2:7][CH2:8]1. Product: CN1CCCC(CC(=O)c2ccccc2)C1. Starting materials: BrC1=C(CN2CCN(CC2)C2=CC=C(C(=O)OCC)C=C2)C=CC=C1 (Ethyl 4-[4-(2-bromobenzyl)-1-piperazinyl]benzoate), ClC1=CC=C(C=C1)B(O)O (4-chlorophenylboronic acid), C([O-])([O-])=O.[Na+].[Na+] (sodium carbonate). Reagents/catalysts: Cl[Pd]([P](C1=CC=CC=C1)(C2=CC=CC=C2)C3=CC=CC=C3)([P](C4=CC=CC=C4)(C5=CC=CC=C5)C6=CC=CC=C6)Cl (bis(triphenylphosphine)palladium dichloride). The solvent is COCCOC.O.C(C)O (DME water ethanol). The product is ClC1=CC=C(C=C1)C1=C(C=CC=C1)CN1CCN(CC1)C1=CC=C(C(=O)OCC)C=C1 (Ethyl 4-(4-((4′-chloro-1,1′-biphenyl-2-yl)methyl)-1-piperazinyl)benzoate). As a reaction SMILES: Br[C:2]1[CH:25]=[CH:24][CH:23]=[CH:22][C:3]=1[CH2:4][N:5]1[CH2:10][CH2:9][N:8]([C:11]2[CH:21]=[CH:20][C:14]([C:15]([O:17][CH2:18][CH3:19])=[O:16])=[CH:13][CH:12]=2)[CH2:7][CH2:6]1.[Cl:26][C:27]1[CH:32]=[CH:31][C:30](B(O)O)=[CH:29][CH:28]=1.C(=O)([O-])[O-].[Na+].[Na+]>Cl[Pd](Cl)([P](C1C=CC=CC=1)(C1C=CC=CC=1)C1C=CC=CC=1)[P](C1C=CC=CC=1)(C1C=CC=CC=1)C1C=CC=CC=1.COCCOC.O.C(O)C>[Cl:26][C:27]1[CH:32]=[CH:31][C:30]([C:2]2[CH:25]=[CH:24][CH:23]=[CH:22][C:3]=2[CH2:4][N:5]2[CH2:10][CH2:9][N:8]([C:11]3[CH:21]=[CH:20][C:14]([C:15]([O:17][CH2:18][CH3:19])=[O:16])=[CH:13][CH:12]=3)[CH2:7][CH2:6]2)=[CH:29][CH:28]=1 |f:2.3.4,6.7.8,^1:44,63|. Reported procedure: A mixture of EXAMPLE 2A (13.83 g), 4-chlorophenylboronic acid (7.04 g), bis(triphenylphosphine)palladium dichloride (481 mg) and 2M sodium carbonate (22.5 mL) in 7:3:2 DME/water/ethanol (200 mL) at 90° C. was stirred for 4.5 hours and extracted with ethyl acetate. The extract was dried (MgSO4), filtered, and concentrated. The concentrate was flash chromatographed on silica gel with 5%-40% ethyl acetate/hexanes. The reactants are COC(=O)[C@@H]1[C@]2(C)[C@@H](CC1)[C@@H]1CC[C@H]3CC=CC[C@]3(C)[C@H]1C(C2)=O (17β-Methoxycarbonyl-5α-androst-2-en-11-one), ClC1=CC(=CC=C1)C(=O)OO (m-chloroperbenzoic acid). Run in C(Cl)(Cl)Cl (chloroform), C(Cl)(Cl)Cl (chloroform). Yields the product O1[C@H]2[C@@H]1C[C@@H]1CC[C@H]3[C@@H]4CC[C@@H]([C@@]4(C)CC([C@@H]3[C@]1(C2)C)=O)C(=O)OC (2α,3α-Epoxy-17β-methoxycarbonyl-5α-androstan-11-one). RXN SMILES: [CH3:1][O:2][C:3]([C@H:5]1[CH2:10][CH2:9][C@H:8]2[C@H:11]3[C@H:21]([C:22](=[O:24])[CH2:23][C@:6]12[CH3:7])[C@:19]1([CH3:20])[C@H:14]([CH2:15][CH:16]=[CH:17][CH2:18]1)[CH2:13][CH2:12]3)=[O:4].ClC1C=CC=C(C(OO)=[O:33])C=1>C(Cl)(Cl)Cl>[O:33]1[C@H:16]2[CH2:15][C@H:14]3[C@:19]([CH3:20])([CH2:18][C@@H:17]12)[C@@H:21]1[C@H:11]([C@H:8]2[C@@:6]([CH2:23][C:22]1=[O:24])([CH3:7])[C@@H:5]([C:3]([O:2][CH3:1])=[O:4])[CH2:10][CH2:9]2)[CH2:12][CH2:13]3. Reported procedure: 17β-Methoxycarbonyl-5α-androst-2-en-11-one (6.63 g.) and m-chloroperbenzoic acid (4.84 g.) were stirred with chloroform (115 ml.) for 16 hours. The solution was diluted with chloroform, washed with 2% aqueous potassium hydrogen carbonate, dried (MgSO4) and evaporated to a gum. Crystallisation from ethyl acetate/light petroleum afforded pure title compound. (1.64 g.) as colourless rods; m.p. 140°-145°; [α]D + 74.2°. Starting materials: C1=NNC=2N=CC=3CN(CCC3C21)C(=O)OC(C)(C)C (tert-butyl 8,9-dihydro-3H-pyrazolo[3,4-c][2,7]naphthyridine-7(6H)-carboxylate), BrN1C(CCC1=O)=O (N-bromosuccinimide). Solvent: ClCCl (dichloromethane). Conditions: time 2 hour. The product is BrC1=NNC=2N=CC=3CN(CCC3C21)C(=O)OC(C)(C)C (tert-butyl 1-bromo-8,9-dihydro-3H-pyrazolo[3,4-c][2,7]naphthyridine-7(6H)-carboxylate). Reaction SMILES: [CH:1]1[C:13]2[C:12]3[CH2:11][CH2:10][N:9]([C:14]([O:16][C:17]([CH3:20])([CH3:19])[CH3:18])=[O:15])[CH2:8][C:7]=3[CH:6]=[N:5][C:4]=2[NH:3][N:2]=1.[Br:21]N1C(=O)CCC1=O>ClCCl>[Br:21][C:1]1[C:13]2[C:12]3[CH2:11][CH2:10][N:9]([C:14]([O:16][C:17]([CH3:20])([CH3:19])[CH3:18])=[O:15])[CH2:8][C:7]=3[CH:6]=[N:5][C:4]=2[NH:3][N:2]=1. Reported procedure: To a solution of tert-butyl 8,9-dihydro-3H-pyrazolo[3,4-c][2,7]naphthyridine-7(6H)-carboxylate (0.301 g, 1.09 mmol) in dichloromethane (10 mL) was added N-bromosuccinimide (0.293 g, 1.64 mmol). The reaction mixture was stirred at room temperature for 2 hours. The reaction was quenched by adding aqueous Na2CO3. The organic layer was separated, washed with brine (10 mL), dried (Na2SO4), filtered and concentrated under reduced pressure to give a residue. The crude product was purified by flash colu... Starting materials: FC(C1=CC=C(C=C1)C#C/C=C/CO)(F)F ((E)-5-[4-(trifluoromethyl)phenyl]-2-penten-4-yn-1-ol). Reagents/catalysts: [O-2].[O-2].[Mn+4] (manganese dioxide). Run in C(Cl)Cl (methylene chloride). Run at time 30 minute. The product is FC(C1=CC=C(C=C1)C#C/C=C/C=O)(F)F ((E)-5-[4-(Trifluoromethyl)phenyl]-2-penten-4-ynal). The yield is 70.1%. Reaction SMILES: [F:1][C:2]([F:16])([F:15])[C:3]1[CH:8]=[CH:7][C:6]([C:9]#[C:10]/[CH:11]=[CH:12]/[CH2:13][OH:14])=[CH:5][CH:4]=1>C(Cl)Cl.[O-2].[O-2].[Mn+4]>[F:1][C:2]([F:15])([F:16])[C:3]1[CH:4]=[CH:5][C:6]([C:9]#[C:10]/[CH:11]=[CH:12]/[CH:13]=[O:14])=[CH:7][CH:8]=1 |f:2.3.4|. Reported procedure: In 4 ml of methylene chloride were dissolved 350 mg (1.56 mmol) of (E)-5-[4-(trifluoromethyl)phenyl]-2-penten-4-yn-1-ol, and 3.5 g of active manganese dioxide were added to the solution, followed by stirring of the resulting mixture at room temperature for 30 minutes. The solid was removed by filtration and the filtrate was concentrated. Then, the filtrate was subjected to column chromatography using 10 g of silica gel and eluted with a mixed solvent of ethyl acetate-hexane (1:24) to obtain 245 ... Reactants: N1=CC=CC=C1 (pyridine), [O-][Si](=O)[O-].[Mg+2] (florisil), O=[Cr](=O)=O.C1=NC=CC=C1.C2=NC=CC=C2 (Collin's reagent), COCOC1=C(C=CC=C1)C(O)C1=C(C(=C(C=C1)OC)OC)OCOC ((2-Methoxymethoxyphenyl)(3,4-dimethoxy-2-methoxymethoxyphenyl)methanol). The reagents and catalysts are [O-2].[O-2].[O-2].[Cr+6] (chromium trioxide). Run in ClCCl (dichloromethane). The product is COCOC1=C(C=CC=C1)C(C1=C(C(=C(C=C1)OC)OC)OCOC)=O (2'-Methoxymethoxy-3,4-dimethoxy-2-methoxymethoxybenzophenone). RXN SMILES: N1C=CC=CC=1.O=[Cr](=O)=O.C1C=CC=CN=1.C1C=CC=CN=1.[CH3:23][O:24][CH2:25][O:26][C:27]1[CH:32]=[CH:31][CH:30]=[CH:29][C:28]=1[CH:33]([C:35]1[CH:40]=[CH:39][C:38]([O:41][CH3:42])=[C:37]([O:43][CH3:44])[C:36]=1[O:45][CH2:46][O:47][CH3:48])[OH:34].[O-][Si]([O-])=O.[Mg+2]>ClCCl.[O-2].[O-2].[O-2].[Cr+6]>[CH3:23][O:24][CH2:25][O:26][C:27]1[CH:32]=[CH:31][CH:30]=[CH:29][C:28]=1[C:33](=[O:34])[C:35]1[CH:40]=[CH:39][C:38]([O:41][CH3:42])=[C:37]([O:43][CH3:44])[C:36]=1[O:45][CH2:46][O:47][CH3:48] |f:1.2.3,5.6,8.9.10.11|. Procedure: A mixture 12.3 g (126 mmol) of chromium trioxide in 153 ml of dichloromethane was cooled to 0° C. and 20.3 ml (252 mmol) of pyridine were added with stirring to obtain, after 45 min, a yellow-brown solution (Collin's reagent). (2-Methoxymethoxyphenyl)(3,4-dimethoxy-2-methoxymethoxyphenyl)methanol (7.67 g, 21 mmol) was added with stirring and the mixture allowed to warm to room temperature with stirring overnight. Twenty grams of florisil were added and the mixture was concentrated by evaporation...